This data is from the Open Reaction Database (ORD), a public repository of structured organic reaction records. The task is: describe an organic reaction: reactants, conditions, products, and yield The reactants are [Al+3], O=C(O)CCSc1cccs1, C1CCOC1, [H-], [H-], [H-], [H-], [Li+], [Na+], [Na+], O=S(=O)([O-])[O-]. The product is OCCCSc1cccs1. Reaction SMILES: [Al+3:2].[C:7](=[O:8])([OH:9])[CH2:10][CH2:11][S:12][c:13]1[cH:14][cH:15][cH:16][s:17]1.[CH2:25]1[O:26][CH2:27][CH2:28][CH2:29]1.[H-:1].[H-:4].[H-:5].[H-:6].[Li+:3].[Na+:18].[Na+:19].[O-:20][S:21]([O-:22])(=[O:23])=[O:24]>>[CH2:7]([OH:8])[CH2:10][CH2:11][S:12][c:13]1[cH:14][cH:15][cH:16][s:17]1.